From a dataset of the Open Reaction Database (ORD), a public repository of structured organic reaction records. describe an organic reaction: reactants, conditions, products, and yield Reactants: N1(CCOCC1)C=1N=C2N(C(C1)=O)CC[C@H](N2)C(F)(F)F ((S)-2-morpholin-4-yl-8-trifluoromethyl-6,7,8,9-tetrahydropyrimido[1,2-a]pyrimidin-4-one), IC1=CC=NC=C1 (4-iodopyridine). The product is N1(CCOCC1)C=1N=C2N(C(C1)=O)CC[C@H](N2C2=CC=NC=C2)C(F)(F)F ((S)-2-morpholin-4-yl-9-pyridin-4-yl-8-trifluoromethyl-6,7,8,9-tetrahydropyrimido[1,2-a]pyrimidin-4-one). Reaction SMILES: [N:1]1([C:7]2[N:8]=[C:9]3[NH:17][C@H:16]([C:18]([F:21])([F:20])[F:19])[CH2:15][CH2:14][N:10]3[C:11](=[O:13])[CH:12]=2)[CH2:6][CH2:5][O:4][CH2:3][CH2:2]1.I[C:23]1[CH:28]=[CH:27][N:26]=[CH:25][CH:24]=1>>[N:1]1([C:7]2[N:8]=[C:9]3[N:17]([C:23]4[CH:28]=[CH:27][N:26]=[CH:25][CH:24]=4)[C@H:16]([C:18]([F:20])([F:21])[F:19])[CH2:15][CH2:14][N:10]3[C:11](=[O:13])[CH:12]=2)[CH2:6][CH2:5][O:4][CH2:3][CH2:2]1. Procedure details: The product is prepared according to the procedure described in Example 12, using 200 mg of (S)-2-morpholin-4-yl-8-trifluoromethyl-6,7,8,9-tetrahydropyrimido[1,2-a]pyrimidin-4-one (Example 1e) and 380 mg of 4-iodopyridine. After purification by silica chromatography (elution gradient from CH2Cl2 to CH2Cl2/MeOH 96/04), 26 mg of (S)-2-morpholin-4-yl-9-pyridin-4-yl-8-trifluoromethyl-6,7,8,9-tetrahydropyrimido[1,2-a]pyrimidin-4-one are obtained, in the form of a yellow solid, the characteristics of ... Starting materials: Cl (hydrochloric acid), ClC1=C(COC=2C=CC=C3C=CC(=NC23)C)C(=CC=C1NC(CN)=O)Cl (8-[2,6-dichloro-3-glycylaminobenzyloxy]-2-methylquinoline), C([O-])(O)=O.[Na+] (sodium bicarbonate). Solvent: O1CCCC1 (tetrahydrofuran), O1CCCC1 (tetrahydrofuran). Reaction conditions: time 15 minute. The product is NCCNC=1C(=C(COC=2C=CC=C3C=CC(=NC23)C)C(=CC1)Cl)Cl (8-[3-[N-(2-aminoethyl)amino]-2,6-dichlorobenzyloxy]-2-methylquinoline). Yield: 25.4%. RXN SMILES: [Cl:1][C:2]1[C:20]([NH:21][C:22](=O)[CH2:23][NH2:24])=[CH:19][CH:18]=[C:17]([Cl:26])[C:3]=1[CH2:4][O:5][C:6]1[CH:7]=[CH:8][CH:9]=[C:10]2[C:15]=1[N:14]=[C:13]([CH3:16])[CH:12]=[CH:11]2.Cl.C(=O)(O)[O-].[Na+]>O1CCCC1>[NH2:24][CH2:23][CH2:22][NH:21][C:20]1[C:2]([Cl:1])=[C:3]([C:17]([Cl:26])=[CH:18][CH:19]=1)[CH2:4][O:5][C:6]1[CH:7]=[CH:8][CH:9]=[C:10]2[C:15]=1[N:14]=[C:13]([CH3:16])[CH:12]=[CH:11]2 |f:2.3|. Reported procedure: To a suspension of 8-[2,6-dichloro-3-glycylaminobenzyloxy]-2-methylquinoline (2.14 g) in tetrahydrofuran (21 ml) was dropwise added 2M borane-methylsulfide complex in tetrahydrofuran (5.48 ml) at 0° C. under nitrogen atmosphere, and the mixture was stirred for 15 minutes at the same temperature and refluxed for 6 hours. After cooling, the mixture was adjusted to pH 1 with 1N hydrochloric acid and refluxed for 30 minutes. The mixture was neutralized with saturated sodium bicarbonate solution and ... Reactants: CC(C)O, CCOC(C)=O, ClC1=NCCN1, Nc1ccc(CCC(=O)c2ccc(F)cc2)cc1, O=S(=O)(O)O. Product: O=C(CCc1ccc(NC2=NCCN2)cc1)c1ccc(F)cc1. As a reaction SMILES: [CH3:30][CH:31]([OH:32])[CH3:33].[CH3:34][CH2:35][O:36][C:37](=[O:38])[CH3:39].[Cl:24][C:25]1=[N:29][CH2:28][CH2:27][NH:26]1.[NH2:1][c:2]1[cH:3][cH:4][c:5]([CH2:8][CH2:9][C:10](=[O:11])[c:12]2[cH:13][cH:14][c:15]([F:18])[cH:16][cH:17]2)[cH:6][cH:7]1.[S:19]([OH:20])([OH:21])(=[O:22])=[O:23]>>[NH:1]([c:2]1[cH:3][cH:4][c:5]([CH2:8][CH2:9][C:10](=[O:11])[c:12]2[cH:13][cH:14][c:15]([F:18])[cH:16][cH:17]2)[cH:6][cH:7]1)[C:25]1=[N:26][CH2:27][CH2:28][NH:29]1. Starting materials: CI (methyl iodide), N=C1C(=C(C(C=C1)(SCCC)[N+](=O)[O-])CC1=CC=CC=C1)NC(=S)NC(=O)OC (1-imino-(4-nitro)phenylmethyl-2-(3-carbomethoxythioureido)-4-propylthiobenzene), CC(=O)C (acetone), [OH-].[Na+] (sodium hydroxide). Run in O (water). Reaction conditions: time 15 minute. Product: N=C1C(=C(C(C=C1)(SCCC)[N+](=O)[O-])CC1=CC=CC=C1)NC(SC)=NC(=O)OC (1-imino(4-nitro)phenylmethyl-2-(3-carbomethoxy-S-methylisothioureido)-4-propylthiobenzene). The yield is 78.0%. As a reaction SMILES: [NH:1]=[C:2]1[CH:7]=[CH:6][C:5]([N+:12]([O-:14])=[O:13])([S:8][CH2:9][CH2:10][CH3:11])[C:4]([CH2:15][C:16]2[CH:21]=[CH:20][CH:19]=[CH:18][CH:17]=2)=[C:3]1[NH:22][C:23]([NH:25][C:26]([O:28][CH3:29])=[O:27])=[S:24].[CH3:30]C(C)=O.[OH-].[Na+].CI>O>[NH:1]=[C:2]1[CH:7]=[CH:6][C:5]([N+:12]([O-:14])=[O:13])([S:8][CH2:9][CH2:10][CH3:11])[C:4]([CH2:15][C:16]2[CH:17]=[CH:18][CH:19]=[CH:20][CH:21]=2)=[C:3]1[NH:22][C:23](=[N:25][C:26]([O:28][CH3:29])=[O:27])[S:24][CH3:30] |f:2.3|. Procedure details: A mixture of 1-imino-(4-nitro)phenylmethyl-2-(3-carbomethoxythioureido)-4-propylthiobenzene (4.3 g; 0.01 mole) acetone (50 ml), water (25 ml) and 50% aqueous sodium hydroxide (0.8 g; 0.01 mole) is stirred at room temperature for 15 min. and is cooled to 12° C. To the mixture there is added methyl iodide (1.4 g; 0.01 mole) and it is stirred at 13° C. to 20° C. for 2 hrs. The suspension that forms is vacuum filtered and the filter cake is washed with acetone and dried to afford 1-imino(4-nitro)phe... Starting materials: OC(CN1C(CNCC1)=O)C1=C(C2=C(C(OC2)=O)C=C1)C (1-[2-Hydroxy-2-(4-methyl-1-oxo-1,3-dihydro-2-benzofuran-5-yl)ethyl]piperazin-2-one), CC1=C(C=CC=2C(OCC21)=O)[C@H]2OC2 (4-methyl-5-[(2R)-oxiran-2-yl]-2-benzofuran-1(3H)-one). The solvent is CCO (EtOH). Conditions: temperature 150 celsius. Yields the product O[C@@H](CN1CC(N(CC1)CC(C1=C(C2=C(C(OC2)=O)C=C1)C)O)=O)C1=C(C2=C(C(OC2)=O)C=C1)C (4-[(2R)-2-Hydroxy-2-(4-methyl-1-oxo-1,3-dihydro-2-benzofuran-5-yl)ethyl]-1-[2-hydroxy-2-(4-methyl-1-oxo-1,3-dihydro-2-benzofuran-5-yl)ethyl]piperazin-2-one). Reaction SMILES: [OH:1][CH:2]([C:11]1[CH:20]=[CH:19][C:14]2[C:15](=[O:18])[O:16][CH2:17][C:13]=2[C:12]=1[CH3:21])[CH2:3][N:4]1[CH2:9][CH2:8][NH:7][CH2:6][C:5]1=[O:10].[CH3:22][C:23]1[C:31]2[CH2:30][O:29][C:28](=[O:32])[C:27]=2[CH:26]=[CH:25][C:24]=1[C@@H:33]1[CH2:35][O:34]1>CCO>[OH:34][C@H:33]([C:24]1[CH:25]=[CH:26][C:27]2[C:28](=[O:32])[O:29][CH2:30][C:31]=2[C:23]=1[CH3:22])[CH2:35][N:7]1[CH2:8][CH2:9][N:4]([CH2:3][CH:2]([OH:1])[C:11]2[CH:20]=[CH:19][C:14]3[C:15](=[O:18])[O:16][CH2:17][C:13]=3[C:12]=2[CH3:21])[C:5](=[O:10])[CH2:6]1. Reported procedure: A mixture of 1-[2-Hydroxy-2-(4-methyl-1-oxo-1,3-dihydro-2-benzofuran-5-yl)ethyl]piperazin-2-one (49 mg, 0.17 mmol) and 4-methyl-5-[(2R)-oxiran-2-yl]-2-benzofuran-1(3H)-one (64 mg, 0.34 mmol) in EtOH (2 mL) in a 5 mL microwave tube was heated to 150° C. for 2 hours. LC showed formation of the product, which was purified by mass-directed reverse phase HPLC (AcCN-Water with 0.1% TFA). LC-MS (IE, m/z): 481 [M+1]+. The reactants are C1CCOC1, CCOC(C)=O, O=C(Cl)Oc1ccccc1, Nc1ccc(F)nc1, c1ccncc1. Yields the product O=C(Nc1ccc(F)nc1)Oc1ccccc1. As a reaction SMILES: [CH2:31]1[O:32][CH2:33][CH2:34][CH2:35]1.[CH3:25][CH2:26][O:27][C:28]([CH3:29])=[O:30].[Cl:15][C:16](=[O:17])[O:18][c:19]1[cH:20][cH:21][cH:22][cH:23][cH:24]1.[F:1][c:2]1[cH:3][cH:4][c:5]([NH2:8])[cH:6][n:7]1.[cH:9]1[cH:10][cH:11][n:12][cH:13][cH:14]1>>[F:1][c:2]1[cH:3][cH:4][c:5]([NH:8][C:16](=[O:17])[O:18][c:19]2[cH:20][cH:21][cH:22][cH:23][cH:24]2)[cH:6][n:7]1. Starting materials: CC(C)(C#C)N1C2=CC=CC=C2C=2C=CC=CC12 (9-(2-methylbut-3-yn-2-yl)-9H-carbazole), N1=CC=CC2=CC=CC=C12 (quinoline). The reagents and catalysts are [Pd] (palladium on barium sulfate). Run in C1=CC=CC=C1 (benzene). Yields the product CC(C)(C=C)N1C2=CC=CC=C2C=2C=CC=CC12 (9-(2-Methylbut-3-en-2-yl)-9H-carbazole). The yield is 95.5%. RXN SMILES: [CH3:1][C:2]([N:6]1[C:18]2[CH:17]=[CH:16][CH:15]=[CH:14][C:13]=2[C:12]2[C:7]1=[CH:8][CH:9]=[CH:10][CH:11]=2)([C:4]#[CH:5])[CH3:3].N1C2C(=CC=CC=2)C=CC=1>[Pd].C1C=CC=CC=1>[CH3:3][C:2]([N:6]1[C:18]2[CH:17]=[CH:16][CH:15]=[CH:14][C:13]=2[C:12]2[C:7]1=[CH:8][CH:9]=[CH:10][CH:11]=2)([CH:4]=[CH2:5])[CH3:1]. Reported procedure: A mixture of 9-(2-methylbut-3-yn-2-yl)-9H-carbazole (1.600 g, 6.9 mmol), quinoline (0.810 mL, 6.9 mmol), benzene (70.0 mL) and 5% palladium on barium sulfate (0.190 g) was stirred under an atmosphere of hydrogen at room temperature. Once the desired amount of hydrogen was consumed (−45 mins), the reaction was stopped and filtered through Celite and the filtrate concentrated in vacuo. The residue was purified by silica gel chromatography (0-20% methylene chloride/hexanes) to afford the desired pr... Reactants: C([O-])([O-])=O.[K+].[K+] (potassium carbonate), OCC1=C(C(C=C(O1)C)=O)O (6-hydroxymethyl-5-hydroxy-2-methyl-4-pyrone), COC1=CC=C(CCl)C=C1 (p-methoxybenzyl chloride). The solvent is CN(C=O)C (dimethylformamide). Reaction conditions: temperature 70 celsius, time 2 hour. The product is OCC1=C(C(C=C(O1)C)=O)OCC1=CC=C(C=C1)OC (6-Hydroxymethyl-5-p-methoxybenzyloxy-2-methyl-4-pyrone). Reaction SMILES: [OH:1][CH2:2][C:3]1[O:8][C:7]([CH3:9])=[CH:6][C:5](=[O:10])[C:4]=1[OH:11].C(=O)([O-])[O-].[K+].[K+].[CH3:18][O:19][C:20]1[CH:27]=[CH:26][C:23]([CH2:24]Cl)=[CH:22][CH:21]=1>CN(C)C=O>[OH:1][CH2:2][C:3]1[O:8][C:7]([CH3:9])=[CH:6][C:5](=[O:10])[C:4]=1[O:11][CH2:24][C:23]1[CH:26]=[CH:27][C:20]([O:19][CH3:18])=[CH:21][CH:22]=1 |f:1.2.3|. Procedure: To a suspension of 5.9 g of 6-hydroxymethyl-5-hydroxy-2-methyl-4-pyrone in 60 ml of dimethylformamide were successively added 6.2 g of potassium carbonate and 6.2 ml of p-methoxybenzyl chloride. The mixture was stirred at 70° C. for 2 hours. The reaction liquid was concentrated and 200 ml of water and 400 ml of dichloromethane were added to the concentrate. The organic phase was then washed with 200 ml of water. After drying over anhydrous magnesium sulfate, the organic phase was concentrated un... Procedure details: 48 g of potassium carbonate were added to a solution of 17.8 g of the product of Step B in 180 ml of acetone and after the addition of 17.5 ml of 1-iodopropane, the mixture was refluxed under an inert atmosphere for 41/2 hours and was filtered. The filtrate was evaporated to dryness and the residue was taken up in ether. 100 ml of 2 N sodium hydroxide solution was added to the mixture and the decanted organic phase was washed with water, dried and evaporated to dryness to obtain 19.25 g of N-(2-... The solvent is CC(=O)C (acetone). Starting materials: C([O-])([O-])=O.[K+].[K+] (potassium carbonate), Cl.C1(CCCCC1)CCNCCC1=CC(=CC=C1)OC (N-(2-cyclohexylethyl)-3-methoxy-benzeneethanamine hydrochloride), ICCC (1-iodopropane). Yields the product C1(CCCCC1)CCN(CCC1=CC(=CC=C1)OC)CCC (N-(2-cyclohexylethyl)-3-methoxy-N-propyl-benzeneethanamine). As a reaction SMILES: C(=O)([O-])[O-].[K+].[K+].Cl.[CH:8]1([CH2:14][CH2:15][NH:16][CH2:17][CH2:18][C:19]2[CH:24]=[CH:23][CH:22]=[C:21]([O:25][CH3:26])[CH:20]=2)[CH2:13][CH2:12][CH2:11][CH2:10][CH2:9]1.I[CH2:28][CH2:29][CH3:30]>CC(C)=O>[CH:8]1([CH2:14][CH2:15][N:16]([CH2:28][CH2:29][CH3:30])[CH2:17][CH2:18][C:19]2[CH:24]=[CH:23][CH:22]=[C:21]([O:25][CH3:26])[CH:20]=2)[CH2:13][CH2:12][CH2:11][CH2:10][CH2:9]1 |f:0.1.2,3.4|.